Dataset: the Open Reaction Database (ORD), a public repository of structured organic reaction records. Task: describe an organic reaction: reactants, conditions, products, and yield The reactants are [Cl-].C(C1=CC=CC=C1)[N+]1=C2N(C3=C1C=CC=C3)C(=CS2)C (9-benzyl-3-methyl[1,3]thiazolo[3,2-a]benzimidazol-9-ium chloride), C[O-].[Na+] (NaOMe). The solvent is CO (methanol). Yields the product C(C1=CC=CC=C1)N1C(N(C2=C1C=CC=C2)\C(=C/SC)\C)=O (1-benzyl-3-[(1Z)-1-(methylsulfanyl)prop-1-en-2-yl]-1,3-dihydro-2H-benzimidazol-2-one). The yield is 94.4%. RXN SMILES: [Cl-].[CH2:2]([N+:9]1[C:13]2[CH:14]=[CH:15][CH:16]=[CH:17][C:12]=2[N:11]2[C:18]([CH3:21])=[CH:19][S:20][C:10]=12)[C:3]1[CH:8]=[CH:7][CH:6]=[CH:5][CH:4]=1.[CH3:22][O-:23].[Na+]>CO>[CH2:2]([N:9]1[C:13]2[CH:14]=[CH:15][CH:16]=[CH:17][C:12]=2[N:11](/[C:18](/[CH3:21])=[CH:19]\[S:20][CH3:10])[C:22]1=[O:23])[C:3]1[CH:4]=[CH:5][CH:6]=[CH:7][CH:8]=1 |f:0.1,2.3|. Procedure details: 200 mg of 9-benzyl-3-methyl[1,3]thiazolo[3,2-a]benzimidazol-9-ium chloride (0.635 mmol) were solubilised in methanol (25 mL), then 137 mg of NaOMe (4 eq) were added and the solution stirred at room temperature. After 48 h the solvent was evaporated, water was added (20 mL) and the mixture extracted with CH2Cl2 (3×20 mL). The organic layer was dried with MgSO4 and evaporated under reduced pressure. The residue was then purified by chromatography on silica gel (eluent: CH2Cl2) to afford 1-benzyl-3... Reactants: NN=C(C1=CC=CC=C1)C1=C(C=CC=2N(C3=C(CCC21)C=CC=C3)N)CC3=CC=CC=C3 (N-aminoiminodibenzyl (5-amino-10,11-dihydro-5H-dibenz[b,f]azepine)), N (ammonia), Cl.N1CCC(CC1)=O (4-piperidone hydrochloride), S(O)(O)(=O)=O (sulfuric acid). Run in O (water), C(C)O (ethanol), C(C)O (ethanol). Conditions: time 40 minute. The product is Cl.C1CCCC=2C=CC=3C=4N(C21)C2=C(C4CCC3)C=NC=C2 (1,2,3,4,8,9-hexahydropyrido[4',3':2,3]indolo[1,7-ab][1]benzazepine hydrochloride). RXN SMILES: NN=C([C:10]1[C:20]2[CH2:19][CH2:18][C:17]3[CH:21]=[CH:22][CH:23]=[CH:24][C:16]=3[N:15](N)[C:14]=2[CH:13]=[CH:12][C:11]=1CC1C=CC=CC=1)C1C=CC=CC=1.[ClH:33].[NH:34]1[CH2:39][CH2:38][C:37](=O)[CH2:36][CH2:35]1.S(=O)(=O)(O)O.N>O.C(O)C>[ClH:33].[CH2:24]1[C:16]2[N:15]3[C:37]4[CH:38]=[CH:39][N:34]=[CH:35][C:36]=4[C:13]4[CH2:12][CH2:11][CH:10]=[C:20]([C:14]=43)[CH:19]=[CH:18][C:17]=2[CH2:21][CH2:22][CH2:23]1 |f:1.2,7.8|. Procedure details: A mixture of 24.6 g of N-aminoiminodibenzyl (5-amino-10,11-dihydro-5H-dibenz[b,f]azepine) and 14.8 g. of 4-piperidone hydrochloride in 250 ml. ethanol was heated on a steam bath for 15 minutes and cooled; a solution of 20 g. of concentrated sulfuric acid in 250 ml. ethanol was added. The resulting mixture was reheated on the steam bath for additional 40 minutes; the solution which formed was cooled, basified with ammonia, and diluted with 1 l. of water. The crude, semisolid material which separa... Run in C1CCOC1 (THF). Reaction SMILES: [C:1]([C:5]1[C:6]([O:21][CH3:22])=[C:7]([CH:10]=[C:11]([C:13]2[C:14]([O:19][CH3:20])=[N:15][CH:16]=[CH:17][CH:18]=2)[CH:12]=1)[CH:8]=[O:9])([CH3:4])([CH3:3])[CH3:2].C[Si]([N:27]([Si](C)(C)C)[C:28]1[CH:29]=[C:30]([Mg]Cl)[CH:31]=[CH:32][CH:33]=1)(C)C>C1COCC1>[NH2:27][C:28]1[CH:33]=[C:32]([CH:8]([C:7]2[CH:10]=[C:11]([C:13]3[C:14]([O:19][CH3:20])=[N:15][CH:16]=[CH:17][CH:18]=3)[CH:12]=[C:5]([C:1]([CH3:4])([CH3:2])[CH3:3])[C:6]=2[O:21][CH3:22])[OH:9])[CH:31]=[CH:30][CH:29]=1. Reactants: C(C)(C)(C)C=1C(=C(C=O)C=C(C1)C=1C(=NC=CC1)OC)OC (3-tert-butyl-2-methoxy-5-(2-methoxy-pyridin-3-yl)-benzaldehyde), C[Si](C)(C)N(C=1C=C(C=CC1)[Mg]Cl)[Si](C)(C)C (3-(bis-(trimethylsilyl)amino)phenyl magnesium chloride). Procedure: step 1—To a solution of 3-tert-butyl-2-methoxy-5-(2-methoxy-pyridin-3-yl)-benzaldehyde (B-2a, R4=tert-Bu, R6═H, 110 mg, 0.368 mmol) in THF (5 mL) at 0° C. was added a solution of 3-(bis-(trimethylsilyl)amino)phenyl magnesium chloride (1.0 M in THF, 0.750 mL, 0.750 mmol). The reaction was gradually warmed RT and stirred overnight. The reaction mixture was quenched with 1N aqueous HCl solution and extracted with EtOAc. The organic layer was washed sequentially with water and brine, dried (Na2SO4),... Conditions: time 8 hour. The product is NC=1C=C(C=CC1)C(O)C1=C(C(=CC(=C1)C=1C(=NC=CC1)OC)C(C)(C)C)OC ((3-amino-phenyl)-[3-tert-butyl-2-methoxy-5-(2-methoxy-pyridin-3-yl)-phenyl]-methanol). The yield is 54.7%. Reactants: CC[SiH](CC)CC, ClCCl, O=C(NCc1ccccc1SC(c1ccccc1)(c1ccccc1)c1ccccc1)c1cc(F)cc(N2CCOCC2)c1, O=C(O)C(F)(F)F. Yields the product O=C(NCc1ccccc1S)c1cc(F)cc(N2CCOCC2)c1. As a reaction SMILES: [CH2:44]([SiH:45]([CH2:46][CH3:47])[CH2:48][CH3:49])[CH3:50].[Cl:58][CH2:59][Cl:60].[F:1][c:2]1[cH:3][c:4]([C:5](=[O:6])[NH:7][CH2:8][c:9]2[c:10]([S:15][C:16]([c:17]3[cH:18][cH:19][cH:20][cH:21][cH:22]3)([c:23]3[cH:24][cH:25][cH:26][cH:27][cH:28]3)[c:29]3[cH:30][cH:31][cH:32][cH:33][cH:34]3)[cH:11][cH:12][cH:13][cH:14]2)[cH:35][c:36]([N:38]2[CH2:39][CH2:40][O:41][CH2:42][CH2:43]2)[cH:37]1.[F:51][C:52]([F:53])([F:54])[C:55]([OH:56])=[O:57]>>[F:1][c:2]1[cH:3][c:4]([C:5](=[O:6])[NH:7][CH2:8][c:9]2[c:10]([SH:15])[cH:11][cH:12][cH:13][cH:14]2)[cH:35][c:36]([N:38]2[CH2:39][CH2:40][O:41][CH2:42][CH2:43]2)[cH:37]1.